Task: describe an organic reaction: reactants, conditions, products, and yield. Dataset: the Open Reaction Database (ORD), a public repository of structured organic reaction records The reactants are Cl (HCl), C(C)(=O)OCC (ethyl acetate), ClC=1C=C2C(=CC1)N(C(C21C(N(C(C1)=O)CC1=CC(=CC=C1)Cl)=O)=O)CC(=O)OC (methyl [5-chloro-1′-(3-chlorobenzyl)-2,2′,5′-trioxospiro[indole-3,3′-pyrrolidin]-1(2H)-yl)acetate), intermediate 48, I[Si](C)(C)C (iodotrimethylsilane). The solvent is C(Cl)(Cl)Cl (chloroforme), C(Cl)(Cl)Cl (chloroforme), C(C)#N (acetonitrile). Product: ClC=1C=C2C(=CC1)N(C(C21C(N(C(C1)=O)CC1=CC(=CC=C1)Cl)=O)=O)CC(=O)O ([5-chloro-1′-(3-chlorobenzyl)-2,2′,5′-trioxospiro[indole-3,3′-pyrrolidin]-1(2H)-yl]acetic acid). Reaction SMILES: [Cl:1][C:2]1[CH:3]=[C:4]2[C:10]3([CH2:14][C:13](=[O:15])[N:12]([CH2:16][C:17]4[CH:22]=[CH:21][CH:20]=[C:19]([Cl:23])[CH:18]=4)[C:11]3=[O:24])[C:9](=[O:25])[N:8]([CH2:26][C:27]([O:29]C)=[O:28])[C:5]2=[CH:6][CH:7]=1.I[Si](C)(C)C.Cl.C(OCC)(=O)C>C(Cl)(Cl)Cl.C(#N)C>[Cl:1][C:2]1[CH:3]=[C:4]2[C:10]3([CH2:14][C:13](=[O:15])[N:12]([CH2:16][C:17]4[CH:22]=[CH:21][CH:20]=[C:19]([Cl:23])[CH:18]=4)[C:11]3=[O:24])[C:9](=[O:25])[N:8]([CH2:26][C:27]([OH:29])=[O:28])[C:5]2=[CH:6][CH:7]=1. Reported procedure: Alternatively, a solution of methyl [5-chloro-1′-(3-chlorobenzyl)-2,2′,5′-trioxospiro[indole-3,3′-pyrrolidin]-1(2H)-yl)acetate, intermediate 48, (250 mg, 0.56 mmol) in chloroforme or acetonitrile (10 ml) was treated with iodotrimethylsilane (0.31 ml, 2.24 mmol) and heated up to reflux until completion. Addition of 1.0 N HCl (10 ml), product extraction with ethyl acetate or chloroforme (3×5 ml), washing of the combined extracts with sat. sodium thiosulfate (10 ml) and drying (MgSO4) gave the titl... Starting materials: FC(C(=O)O)(F)F (Trifluoroacetic acid), CN(C(OC(C)(C)C)=O)C1CCN(CC1)C=1C2=C(N=CN1)NC=C2 (1,1-dimethylethyl methyl[1-(7H-pyrrolo[2,3-d]pyrimidin-4-yl)-4-piperidinyl]carbamate). Reaction conditions: time 1 hour. The product is CNC1CCN(CC1)C=1C2=C(N=CN1)NC=C2 (N-methyl-1-(7H-pyrrolo[2,3-d]pyrimidin-4-yl)-4-piperidinamine). As a reaction SMILES: FC(F)(F)C(O)=O.[CH3:8][N:9]([CH:17]1[CH2:22][CH2:21][N:20]([C:23]2[C:24]3[CH:31]=[CH:30][NH:29][C:25]=3[N:26]=[CH:27][N:28]=2)[CH2:19][CH2:18]1)C(=O)OC(C)(C)C>>[CH3:8][NH:9][CH:17]1[CH2:22][CH2:21][N:20]([C:23]2[C:24]3[CH:31]=[CH:30][NH:29][C:25]=3[N:26]=[CH:27][N:28]=2)[CH2:19][CH2:18]1. Procedure details: Trifluoroacetic acid (TFA) (2 ml) was added to a solution of 1,1-dimethylethyl methyl[1-(7H-pyrrolo[2,3-d]pyrimidin-4-yl)-4-piperidinyl]carbamate D12 (287 mg). The mixture was stirred at room temperature during one hour. The solvent was evaporated and the mixture was checked by LCMS, the LCMS showed the desired product. Then the mixture was purified by a cartridge SCX (5 g). The fraction containing the product was evaporated, triturate with diethyl ether to give the title product D13 in 177 mg. ... Starting materials: C(C)OC(C(C(=O)C1=C(C(=CC=C1)Cl)F)=NN)=O (Ethyl-3-(3-chloro-2-fluorophenyl)-2-hydrazinylidene-3-oxopropanoate), CS(=O)(=O)OCC=1C=NC(=CC1)Br ((6-bromopyridin-3-yl)methyl methanesulfonate), CS(=O)(=O)OCC=1C=NC(=CC1)Br ((6-bromopyridin-3-yl)methyl methanesulfonate), [H-].[Na+] (sodium hydride), [H-].[Na+] (sodium hydride), [Cl-].[NH4+] (ammonium chloride). Run in N,N′-dimethyl formamide, O (water). Conditions: temperature 0 celsius, time 3 hour. Product: BrC1=CC=C(C=N1)CN1N=C(C(C2=CC=CC(=C12)Cl)=O)C(=O)OCC (ethyl 1-[(6-bromopyridin-3-yl)methyl]-8-chloro-4-oxo-1,4-dihydrocinnoline-3-carboxylate). As a reaction SMILES: [CH2:1]([O:3][C:4](=[O:18])[C:5](=[N:16][NH2:17])[C:6]([C:8]1[CH:13]=[CH:12][CH:11]=[C:10]([Cl:14])[C:9]=1F)=[O:7])[CH3:2].CS(O[CH2:24][C:25]1[CH:26]=[N:27][C:28]([Br:31])=[CH:29][CH:30]=1)(=O)=O.[H-].[Na+].[Cl-].[NH4+]>O>[Br:31][C:28]1[N:27]=[CH:26][C:25]([CH2:24][N:17]2[C:9]3[C:8](=[CH:13][CH:12]=[CH:11][C:10]=3[Cl:14])[C:6](=[O:7])[C:5]([C:4]([O:3][CH2:1][CH3:2])=[O:18])=[N:16]2)=[CH:30][CH:29]=1 |f:2.3,4.5|. Procedure details: Ethyl-3-(3-chloro-2-fluorophenyl)-2-hydrazinylidene-3-oxopropanoate [(Example 60, Step 1), 1.9 g, 7.0 mmol] and (6-bromopyridin-3-yl)methyl methanesulfonate (2.4 g, 9.1 mmol, 1.3 equiv) were dissolved in degassed N,N′-dimethyl formamide, cooled to 0° C. and treated with sodium hydride (0.45 g, 11 mmol, 1.6 equiv). After stirring at 0° C. for 3 hours, additional (6-bromopyridin-3-yl)methyl methanesulfonate (0.55 g, 2.1 mmol, 0.3 equiv) and sodium hydride (84 mg, 2.1 mmol, 0.3 equiv) were added an...